From a dataset of the Open Reaction Database (ORD), a public repository of structured organic reaction records. describe an organic reaction: reactants, conditions, products, and yield The reactants are Cl, Cl, NC(C=O)C(N)C(O)C(O)CO, O. Yields the product NC1C(O)OC(CO)C(O)C1N. As a reaction SMILES: [ClH:1].[ClH:2].[NH2:3][CH:4]([CH:5]=[O:6])[CH:7]([CH:8]([OH:9])[CH:10]([OH:11])[CH2:12][OH:13])[NH2:14].[OH2:15]>>[NH2:3][CH:4]1[CH:5]([OH:6])[O:11][CH:10]([CH2:12][OH:13])[CH:8]([OH:9])[CH:7]1[NH2:14]. Reactants: ClC1=CC(=C(C=C1)O)C1CCCCC1 (4-chloro-2-cyclohexyl phenol), C[Mg]Br (methylmagnesium bromide), solvent, C=O (paraformaldehyde), Cl (hydrochloric acid). Solvent: O1CCCC1 (tetrahydrofuran), C(C)OCC (diethyl ether), C(C)N(CC)CC (triethylamine), C1(=CC=CC=C1)C (toluene). Conditions: time 2 hour. Product: ClC1=CC(=C(C(C=O)=C1)O)C1CCCCC1 (5-chloro-3-cyclohexyl salicylaldehyde). Isolated yield 59.0%. RXN SMILES: [Cl:1][C:2]1[CH:7]=[CH:6][C:5]([OH:8])=[C:4]([CH:9]2[CH2:14][CH2:13][CH2:12][CH2:11][CH2:10]2)[CH:3]=1.C[Mg]Br.[CH2:18]=[O:19].Cl>O1CCCC1.C(OCC)C.C(N(CC)CC)C.C1(C)C=CC=CC=1>[Cl:1][C:2]1[CH:7]=[C:6]([CH:18]=[O:19])[C:5]([OH:8])=[C:4]([CH:9]2[CH2:14][CH2:13][CH2:12][CH2:11][CH2:10]2)[CH:3]=1. Procedure: To 100.4 mmol of 4-chloro-2-cyclohexyl phenol in 40 ml of tetrahydrofuran was added dropwise a 3-molar methylmagnesium bromide solution (36.8 ml; 110.4 mmol) in diethyl ether. After two hours of stirring at room temperature, gas evolution ceased. About 90% of the solvent were removed in vacuo and toluene (250 ml), triethylamine (20 ml), and paraformaldehyde (7.53 g; 251 mmol) were added. The mixture was heated to 88° C. and held at this temperature for two hours. After cooling down to room tempe... Reactants: C1(=CC=CC2=CC=CC=C12)S(=O)(=O)C1=NNC2=CC=C(C=C12)OCCCOS(=O)(=O)C1=CC=C(C=C1)C (toluene-4-sulfonic acid 3-[3-(naphthalene-1-sulfonyl)-1H-indazol-5-yloxy]-propyl ester), N1CCOCC1 (morpholine). Solvent: C1CCOC1 (THF). Product: N1(CCOCC1)CCCOC=1C=C2C(=NNC2=CC1)S(=O)(=O)C1=CC=CC2=CC=CC=C12 (5-(3-Morpholin-4-yl-propoxy)-3-(naphthalene-1-sulfonyl)-1H-indazole). Yield: 100.0%. As a reaction SMILES: [C:1]1([S:11]([C:14]2[C:22]3[C:17](=[CH:18][CH:19]=[C:20]([O:23][CH2:24][CH2:25][CH2:26]OS(C4C=CC(C)=CC=4)(=O)=O)[CH:21]=3)[NH:16][N:15]=2)(=[O:13])=[O:12])[C:10]2[C:5](=[CH:6][CH:7]=[CH:8][CH:9]=2)[CH:4]=[CH:3][CH:2]=1.[NH:38]1[CH2:43][CH2:42][O:41][CH2:40][CH2:39]1>C1COCC1>[N:38]1([CH2:26][CH2:25][CH2:24][O:23][C:20]2[CH:21]=[C:22]3[C:17](=[CH:18][CH:19]=2)[NH:16][N:15]=[C:14]3[S:11]([C:1]2[C:10]3[C:5](=[CH:6][CH:7]=[CH:8][CH:9]=3)[CH:4]=[CH:3][CH:2]=2)(=[O:12])=[O:13])[CH2:43][CH2:42][O:41][CH2:40][CH2:39]1. Reported procedure: A solution of toluene-4-sulfonic acid 3-[3-(naphthalene-1-sulfonyl)-1H-indazol-5-yloxy]-propyl ester (0.080 mg, 0.15 mmol) and morpholine (0.45-0.75 mmol) in THF (10 mL) was stirred at 90° C. for about 2 hours in a sealed tube. After cooling to ambient temperature the reaction mixture was solvent evaporated. It was dissolved in ethyl acetate and washed twice with aqueous sodium bicarbonate. The organic phase was dried over anhydrous magnesium sulfate, filtered and concentrated. The residue was p...